Dataset: the Open Reaction Database (ORD), a public repository of structured organic reaction records. Task: describe an organic reaction: reactants, conditions, products, and yield Starting materials: O=C([O-])[O-], CCc1n[nH]c(C(N)=O)c1[N+](=O)[O-], COCCBr, CN(C)C=O, [Cs+], [Cs+]. Product: CCc1nn(CCOC)c(C(N)=O)c1[N+](=O)[O-]. Reaction SMILES: [C:19](=[O:20])([O-:21])[O-:22].[CH2:1]([CH3:2])[c:3]1[n:4][nH:5][c:6]([C:11](=[O:12])[NH2:13])[c:7]1[N+:8](=[O:9])[O-:10].[CH3:14][O:15][CH2:16][CH2:17][Br:18].[CH3:25][N:26]([CH3:27])[CH:28]=[O:29].[Cs+:23].[Cs+:24]>>[CH2:1]([CH3:2])[c:3]1[n:4][n:5]([CH2:17][CH2:16][O:15][CH3:14])[c:6]([C:11](=[O:12])[NH2:13])[c:7]1[N+:8](=[O:9])[O-:10].